Dataset: the Open Reaction Database (ORD), a public repository of structured organic reaction records. Task: describe an organic reaction: reactants, conditions, products, and yield Starting materials: C(C1=CC=CC=C1)N1CC(OCC1)COC1=C(C=CC=C1)CC1=CC=CS1 (4-benzyl-2-[2-(2-thenyl)phenoxymethyl]-morpholine), ClC(=O)OCC (ethyl chloroformate). The solvent is C1(=CC=CC=C1)C (toluene). The product is C(C)OC(=O)N1CC(OCC1)COC1=C(C=CC=C1)CC1=CC=CS1 (4-ethoxycarbonyl-2-[2-(2-thenyl)-phenoxymethyl]morpholine). Isolated yield 85.7%. As a reaction SMILES: C([N:8]1[CH2:13][CH2:12][O:11][CH:10]([CH2:14][O:15][C:16]2[CH:21]=[CH:20][CH:19]=[CH:18][C:17]=2[CH2:22][C:23]2[S:27][CH:26]=[CH:25][CH:24]=2)[CH2:9]1)C1C=CC=CC=1.Cl[C:29]([O:31][CH2:32][CH3:33])=[O:30]>C1(C)C=CC=CC=1>[CH2:32]([O:31][C:29]([N:8]1[CH2:13][CH2:12][O:11][CH:10]([CH2:14][O:15][C:16]2[CH:21]=[CH:20][CH:19]=[CH:18][C:17]=2[CH2:22][C:23]2[S:27][CH:26]=[CH:25][CH:24]=2)[CH2:9]1)=[O:30])[CH3:33]. Procedure details: To a solution of 3.8 g of 4-benzyl-2-[2-(2-thenyl)phenoxymethyl]-morpholine in 30 ml of toluene was added 1.2 g of ethyl chloroformate, and the mixture was heated under reflux for 6 hours. After cooling, the insoluble material was filtered off and the filtrate was concentrated under reduced pressure to give 3.1 g of crude 4-ethoxycarbonyl-2-[2-(2-thenyl)-phenoxymethyl]morpholine as an oil. The oil was dissolved in 40 ml of ethanol, and a solution of 3.2 g of barium hydroxide in 50 ml of water wa... Starting materials: COC(=O)CCc1nc(-c2ccc(S(=O)(=O)N3CCC(CNCC(O)c4ccc(O)c(NS(C)(=O)=O)c4)CC3)cc2)no1, CO, Cl, [Na+], [OH-]. The product is CS(=O)(=O)Nc1cc(C(O)CNCC2CCN(S(=O)(=O)c3ccc(-c4noc(CCC(=O)O)n4)cc3)CC2)ccc1O. Reaction SMILES: [CH3:1][O:2][C:3]([CH2:4][CH2:5][c:6]1[n:7][c:8](-[c:11]2[cH:12][cH:13][c:14]([S:17](=[O:18])(=[O:19])[N:20]3[CH2:21][CH2:22][CH:23]([CH2:26][NH:27][CH2:28][CH:29]([c:30]4[cH:31][c:32]([NH:37][S:38](=[O:39])(=[O:40])[CH3:41])[c:33]([OH:36])[cH:34][cH:35]4)[OH:42])[CH2:24][CH2:25]3)[cH:15][cH:16]2)[n:9][o:10]1)=[O:43].[CH3:45][OH:46].[ClH:44].[Na+:48].[OH-:47]>>[O:2]=[C:3]([CH2:4][CH2:5][c:6]1[n:7][c:8](-[c:11]2[cH:12][cH:13][c:14]([S:17](=[O:18])(=[O:19])[N:20]3[CH2:21][CH2:22][CH:23]([CH2:26][NH:27][CH2:28][CH:29]([c:30]4[cH:31][c:32]([NH:37][S:38](=[O:39])(=[O:40])[CH3:41])[c:33]([OH:36])[cH:34][cH:35]4)[OH:42])[CH2:24][CH2:25]3)[cH:15][cH:16]2)[n:9][o:10]1)[OH:43]. Starting materials: ClCCC12C=CC(CC1)C2 (chloroethylnorbornene), CS(=O)C (DMSO), [C-]#N.[Na+] (NaCN), CS(=O)C (DMSO), crude product. The solvent is CC(C)(C)OC (MTBE). Reaction conditions: temperature 80 celsius, time 2 hour. Yields the product C(#N)CCC12C=CC(CC1)C2 (Cyanoethylnorbornene). The yield is 99.5%. As a reaction SMILES: Cl[CH2:2][CH2:3][C:4]12[CH2:10][CH:7]([CH2:8][CH2:9]1)[CH:6]=[CH:5]2.CS(C)=O.[C-:15]#[N:16].[Na+]>CC(OC)(C)C>[C:15]([CH2:2][CH2:3][C:4]12[CH2:10][CH:7]([CH2:8][CH2:9]1)[CH:6]=[CH:5]2)#[N:16] |f:2.3|. Procedure details: A 1 L, 4 neck RBF was equipped with a thermowell, condenser with a nitrogen inlet, stopper and mechanical stirrer. The RBF was charged with chloroethylnorbornene (100 g, 0.64 mol), 300 mL DMSO and solid NaCN (43.8 g, 0.89 mol). An extra 20 mL DMSO was added to rinse in the NaCN. The reaction mixture was stirred at ˜80° C. for 2 hours. GC analysis of an aliquot indicated all starting material had been consumed and the reaction was completed. The reaction mixture was cooled to room temperature. Ap...